This data is from the Open Reaction Database (ORD), a public repository of structured organic reaction records. The task is: describe an organic reaction: reactants, conditions, products, and yield Procedure details: Mixture of tert-butyl 3-iodoazetidine-1-carboxylate (STEP B, 2.05 g, 7.24 mmol), cesium carbonate (4.72 g, 14.5 mmol), thioacetic acid (1.10 g, 14.5 mmol) and dimethyl formamide (10 mL) was stirred at 70° C. for 4 h. The reaction mixture was cooled to room temperature and diluted with diethyl ether (200 mL). The resulting mixture was washed with water (80 mL×3) and brine (50 mL), then dried over magnesium sulfate. Yields the product C(C)(=O)SC1CN(C1)C(=O)OC(C)(C)C (tert-butyl 3-(acetylthio)azetidine-1-carboxylate). Conditions: temperature 70 celsius, time 4 hour. The solvent is C(C)OCC (diethyl ether). As a reaction SMILES: I[CH:2]1[CH2:5][N:4]([C:6]([O:8][C:9]([CH3:12])([CH3:11])[CH3:10])=[O:7])[CH2:3]1.C(=O)([O-])[O-].[Cs+].[Cs+].[C:19]([OH:22])(=[S:21])[CH3:20].CN(C)C=O>C(OCC)C>[C:19]([S:21][CH:2]1[CH2:5][N:4]([C:6]([O:8][C:9]([CH3:12])([CH3:11])[CH3:10])=[O:7])[CH2:3]1)(=[O:22])[CH3:20] |f:1.2.3|. Reactants: IC1CN(C1)C(=O)OC(C)(C)C (tert-butyl 3-iodoazetidine-1-carboxylate), C([O-])([O-])=O.[Cs+].[Cs+] (cesium carbonate), C(C)(=S)O (thioacetic acid), CN(C=O)C (dimethyl formamide). The reactants are FC(CCC(C(=O)O)CC(C(CC1=CC=CC=C1)NC(=O)C1=NC2=CC=CC=C2N=C1)O)(C)C (2-(3-fluoro-3-methyl-butyl)-4-hydroxy-6-phenyl-5-[(quinoxaline-2-carbonyl)-amino]-hexanoic acid), [Si](C)(C)(C(C)(C)C)Cl (t-butyldimethylsilyl choride), N1C=NC=C1 (imidazole). Solvent: CN(C=O)C (dimethylformamide). Run at time 4 day. Yields the product C(C)(C)(C)[Si](OC(CC(C(=O)O)CCC(C)(C)F)C(CC1=CC=CC=C1)NC(=O)C1=NC2=CC=CC=C2N=C1)(C)C (4-(tert-Butyl-dimethyl-silanyloxy)-2-(3-fluoro-3-methyl-butyl)-6-phenyl-5-[(quinoxaline-2-carbonyl)-amino]-hexanoic acid). The yield is 38.6%. As a reaction SMILES: [F:1][C:2]([CH3:34])([CH3:33])[CH2:3][CH2:4][CH:5]([CH2:9][CH:10]([OH:32])[CH:11]([NH:19][C:20]([C:22]1[CH:31]=[N:30][C:29]2[C:24](=[CH:25][CH:26]=[CH:27][CH:28]=2)[N:23]=1)=[O:21])[CH2:12][C:13]1[CH:18]=[CH:17][CH:16]=[CH:15][CH:14]=1)[C:6]([OH:8])=[O:7].[Si:35](Cl)([C:38]([CH3:41])([CH3:40])[CH3:39])([CH3:37])[CH3:36].N1C=CN=C1>CN(C)C=O>[C:38]([Si:35]([CH3:37])([CH3:36])[O:32][CH:10]([CH:11]([NH:19][C:20]([C:22]1[CH:31]=[N:30][C:29]2[C:24](=[CH:25][CH:26]=[CH:27][CH:28]=2)[N:23]=1)=[O:21])[CH2:12][C:13]1[CH:18]=[CH:17][CH:16]=[CH:15][CH:14]=1)[CH2:9][CH:5]([CH2:4][CH2:3][C:2]([F:1])([CH3:34])[CH3:33])[C:6]([OH:8])=[O:7])([CH3:41])([CH3:40])[CH3:39]. Reported procedure: To a solution of 2-(3-fluoro-3-methyl-butyl)-4-hydroxy-6-phenyl-5-[(quinoxaline-2-carbonyl)-amino]-hexanoic acid (1.63 g, 3.49 mmol) in dimethylformamide (10 mL) was added t-butyldimethylsilyl choride (3.2 g, 20.9 mmol) and imidazole (2.9 g, 41.9 mmol). The reaction was stirred for 4 days then quenched with methanol and stirred another 0.5 hours. The solution was diluted with ether and water. The organic layer was washed with saturated aqueous sodium chloride, dried over magnesium sulfate, filte...